From a dataset of the Open Reaction Database (ORD), a public repository of structured organic reaction records. describe an organic reaction: reactants, conditions, products, and yield Starting materials: CC1=CC=CC(=N1)C#CC=C1CCN(CC1)C1=CN=CC2=CC=CC=C12 (4-{4-[3-(6-Methylpyridin-2-yl)prop-2-yn-1-ylidene]piperidin-1-yl}isoquinoline), BrC=1SC=CC1C#N (2-bromo-3-cyanothiophene). The product is CC1=CC=CC(=N1)C#CC=C1CCN(CC1)C=1SC=CC1C#N (2-{4-[3-(6-Methylpyridin-2-yl)prop-2-ynylidene]piperidin-1-yl}thiophene-3-carbonitrile). Isolated yield 22.0%. As a reaction SMILES: [CH3:1][C:2]1[N:7]=[C:6]([C:8]#[C:9][CH:10]=[C:11]2[CH2:16][CH2:15][N:14](C3C4C(=CC=CC=4)C=NC=3)[CH2:13][CH2:12]2)[CH:5]=[CH:4][CH:3]=1.Br[C:28]1[S:29][CH:30]=[CH:31][C:32]=1[C:33]#[N:34]>>[CH3:1][C:2]1[N:7]=[C:6]([C:8]#[C:9][CH:10]=[C:11]2[CH2:12][CH2:13][N:14]([C:28]3[S:29][CH:30]=[CH:31][C:32]=3[C:33]#[N:34])[CH2:15][CH2:16]2)[CH:5]=[CH:4][CH:3]=1. Reported procedure: Following the procedure reported for the compound of Example 234 and using 2-bromo-3-cyanothiophene instead of 4-bromoisoquinoline the title compound was prepared. Purification was done by RP LC-MS chromatography, using MS-C18 XTerra column 30×50 mm eluting with ammonium bicarbonate 20 mM pH 8 buffer-acetonitrile gradient affording the compound of the title. Yield: 22%. Reactants: ClC(=O)C1=C(C=C(COC2CN(CCC2C2=CC=C(C=C2)OCCCOCC2=C(C=CC=C2)OC)C(=O)OCC2=CC=CC=C2)C=C1)OCCCOC (benzyl 3-[4-chlorocarbonyl-3-(3-methoxypropoxy)benzyloxy]-4-{4-[3-(2-methoxybenzyloxy)propoxy]phenyl}piperidine-1-carboxylate), N (ammonia). The solvent is C1(=CC=CC=C1)C (toluene). Run at time 15 minute. Yields the product C(N)(=O)C1=C(C=C(COC2CN(CCC2C2=CC=C(C=C2)OCCCOCC2=C(C=CC=C2)OC)C(=O)OCC2=CC=CC=C2)C=C1)OCCCOC (Benzyl 3-[4-carbamoyl-3-(3-methoxypropoxy)benzyloxy]-4-{4-[3-(2-methoxybenzyloxy)propoxy]phenyl}piperidin-1-carboxylate), SiO2. RXN SMILES: Cl[C:2]([C:4]1[CH:47]=[CH:46][C:7]([CH2:8][O:9][CH:10]2[CH:15]([C:16]3[CH:21]=[CH:20][C:19]([O:22][CH2:23][CH2:24][CH2:25][O:26][CH2:27][C:28]4[CH:33]=[CH:32][CH:31]=[CH:30][C:29]=4[O:34][CH3:35])=[CH:18][CH:17]=3)[CH2:14][CH2:13][N:12]([C:36]([O:38][CH2:39][C:40]3[CH:45]=[CH:44][CH:43]=[CH:42][CH:41]=3)=[O:37])[CH2:11]2)=[CH:6][C:5]=1[O:48][CH2:49][CH2:50][CH2:51][O:52][CH3:53])=[O:3].[NH3:54]>C1(C)C=CC=CC=1>[C:2]([C:4]1[CH:47]=[CH:46][C:7]([CH2:8][O:9][CH:10]2[CH:15]([C:16]3[CH:21]=[CH:20][C:19]([O:22][CH2:23][CH2:24][CH2:25][O:26][CH2:27][C:28]4[CH:33]=[CH:32][CH:31]=[CH:30][C:29]=4[O:34][CH3:35])=[CH:18][CH:17]=3)[CH2:14][CH2:13][N:12]([C:36]([O:38][CH2:39][C:40]3[CH:45]=[CH:44][CH:43]=[CH:42][CH:41]=3)=[O:37])[CH2:11]2)=[CH:6][C:5]=1[O:48][CH2:49][CH2:50][CH2:51][O:52][CH3:53])(=[O:3])[NH2:54]. Reported procedure: The solution of 0.290 g of benzyl 3-[4-chlorocarbonyl-3-(3-methoxypropoxy)benzyloxy]-4-{4-[3-(2-methoxybenzyloxy)propoxy]phenyl}piperidine-1-carboxylate in 1.0 ml of toluene is added dropwise slowly to 2.30 ml of ammonia solution (7M in methanol, precooled to 0° C.). After 15 minutes, the reaction solution is poured onto water (20 ml) and extracted with tert-butyl methyl ether (2×20 ml). The organic phases are washed with brine (1×30 ml), dried over sodium sulphate, filtered and concentrated by ... Starting materials: CC(=O)OC(C)=O, CC(=O)CC(C)=O, CCOC(OCC)OCC. The product is CCOC=CC(=O)CC(C)=O. RXN SMILES: [CH3:18][C:19]([O:20][C:21](=[O:22])[CH3:23])=[O:24].[CH3:1][C:2](=[O:3])[CH2:4][C:5]([CH3:6])=[O:7].[CH:8]([O:9][CH2:10][CH3:11])([O:12][CH2:13][CH3:14])[O:15][CH2:16][CH3:17]>>[CH:1]([C:2](=[O:3])[CH2:4][C:5]([CH3:6])=[O:7])=[CH:8][O:9][CH2:10][CH3:11]. Reactants: CCCCC#Cc1ccccc1C(=O)OC, CNOC, [Li]CCCC, Cl. The product is CCCCC#Cc1ccccc1C(=O)N(C)OC. Reaction SMILES: [C:1](#[C:2][CH2:3][CH2:4][CH2:5][CH3:6])[c:7]1[c:8]([C:9](=[O:10])[O:11][CH3:12])[cH:13][cH:14][cH:15][cH:16]1.[CH3:18][NH:19][O:20][CH3:21].[CH3:22][CH2:23][CH2:24][CH2:25][Li:26].[ClH:17]>>[C:1](#[C:2][CH2:3][CH2:4][CH2:5][CH3:6])[c:7]1[c:8]([C:9](=[O:10])[N:19]([CH3:18])[O:20][CH3:21])[cH:13][cH:14][cH:15][cH:16]1. Reactants: [F-].C(CCC)[N+](CCCC)(CCCC)CCCC (tetrabutylammonium fluoride), solution, C(C)(C)(C)OC(=O)N1C(OC[C@H]1C=O)(C)C ((S)-4-formyl-2,2-dimethyloxazolidine-3-carboxylic acid tert-butyl ester), FC1=CC(=CC(=C1)CC[N+](=O)[O-])F (1,3-difluoro-5-(2-nitroethyl)-benzene). The solvent is O1CCCC1 (tetrahydrofuran), O1CCCC1 (tetrahydrofuran). Reaction conditions: time 14 hour. The product is C(C)(C)(C)OC(=O)N1C(OC[C@@H]1[C@H]([C@H](CC1=CC(=CC(=C1)F)F)[N+](=O)[O-])O)(C)C ((R)-4-[(1R,2S)-3-(3,5-Difluorophenyl)-1-hydroxy-2-nitropropyl]-2,2-dimethyloxazolidine-3-carboxylic acid tert-butyl ester). Yield: 37.7%. Reaction SMILES: [F-].C([N+](CCCC)(CCCC)CCCC)CCC.[C:19]([O:23][C:24]([N:26]1[C@H:30]([CH:31]=[O:32])[CH2:29][O:28][C:27]1([CH3:34])[CH3:33])=[O:25])([CH3:22])([CH3:21])[CH3:20].[F:35][C:36]1[CH:41]=[C:40]([CH2:42][CH2:43][N+:44]([O-:46])=[O:45])[CH:39]=[C:38]([F:47])[CH:37]=1>O1CCCC1>[C:19]([O:23][C:24]([N:26]1[C@@H:30]([C@@H:31]([OH:32])[C@@H:43]([N+:44]([O-:46])=[O:45])[CH2:42][C:40]2[CH:41]=[C:36]([F:35])[CH:37]=[C:38]([F:47])[CH:39]=2)[CH2:29][O:28][C:27]1([CH3:34])[CH3:33])=[O:25])([CH3:22])([CH3:21])[CH3:20] |f:0.1|. Procedure details: Add tetrabutylammonium fluoride in 5 minutes (50 mL, 50 mmol, 1.0 M solution in tetrahydrofuran) to a solution of (S)-4-formyl-2,2-dimethyloxazolidine-3-carboxylic acid tert-butyl ester (200 g, 873.362 mmol) and 1,3-difluoro-5-(2-nitroethyl)-benzene (164 g, 877.005 mmol) in tetrahydrofuran (1.2 L) at 8° C. Allow to warm to room temperature and stir for 14 hours. Partition between ethyl acetate (4 L) and saturated aqueous sodium chloride (1.5 L). Wash the organic layer with saturated aqueous ammo... Starting materials: ClC1=NC=C(C=C1N(C(=O)C1=NC(=CC=C1)CCl)S(=O)(=O)C)C1=CC(=C2C=NN(C2=C1)S(=O)(=O)C1=CC=CC=C1)NC(=O)C1=NC(=CC=C1)CCl (N-{2-Chloro-5-[4-({[6-(chloromethyl)-2-pyridinyl]carbonyl}amino)-1-(phenylsulfonyl)-1H-indazol-6-yl]-3-pyridinyl}-6-(chloromethyl)-N-(methylsulfonyl)-2-pyridinecarboxamide), N1CCOCC1 (morpholine). Run at temperature 90 celsius, time 2 hour. Yields the product ClC1=C(C=C(C=N1)C1=CC(=C2C=NNC2=C1)NC(=O)C1=NC(=CC=C1)CN1CCOCC1)NS(=O)(=O)C (N-(6-{6-Chloro-5-[(methylsulfonyl)amino]-3-pyridinyl}-1H-indazol-4-yl)-6-(4-morpholinylmethyl)-2-pyridinecarboxamide). The yield is 24.2%. As a reaction SMILES: [Cl:1][C:2]1[C:7]([N:8]([S:19]([CH3:22])(=[O:21])=[O:20])C(C2C=CC=C(CCl)N=2)=O)=[CH:6][C:5]([C:23]2[CH:31]=[C:30]3[C:26]([CH:27]=[N:28][N:29]3S(C3C=CC=CC=3)(=O)=O)=[C:25]([NH:41][C:42]([C:44]3[CH:49]=[CH:48][CH:47]=[C:46]([CH2:50]Cl)[N:45]=3)=[O:43])[CH:24]=2)=[CH:4][N:3]=1.[NH:52]1[CH2:57][CH2:56][O:55][CH2:54][CH2:53]1>>[Cl:1][C:2]1[N:3]=[CH:4][C:5]([C:23]2[CH:31]=[C:30]3[C:26]([CH:27]=[N:28][NH:29]3)=[C:25]([NH:41][C:42]([C:44]3[CH:49]=[CH:48][CH:47]=[C:46]([CH2:50][N:52]4[CH2:57][CH2:56][O:55][CH2:54][CH2:53]4)[N:45]=3)=[O:43])[CH:24]=2)=[CH:6][C:7]=1[NH:8][S:19]([CH3:22])(=[O:20])=[O:21]. Procedure: N-{2-Chloro-5-[4-({[6-(chloromethyl)-2-pyridinyl]carbonyl}amino)-1-(phenylsulfonyl)-1H-indazol-6-yl]-3-pyridinyl}-6-(chloromethyl)-N-(methylsulfonyl)-2-pyridinecarboxamide (60 mg, 0.061 mmol) and morpholine (0.5 ml, 5.74 mmol) were placed in a vial and heated in a microwave at 90° C. for 15 min. The mixture was concentrated by blow down under a stream of nitrogen. The crude residue was suspended in IPA (2 ml) and 2M NaOH (1 ml) added. The mixture was stirred at room temperature for 2 h. The solv...